This data is from the Open Reaction Database (ORD), a public repository of structured organic reaction records. The task is: describe an organic reaction: reactants, conditions, products, and yield Reactants: CC(=O)SCCN(CCc1ccccc1)C(=O)NC(Cc1ccccc1)C(=O)O, CCOC(C)=O, N, O. The product is O=C(O)C(Cc1ccccc1)NC(=O)N(CCS)CCc1ccccc1. Reaction SMILES: [C:1](=[O:2])([CH3:3])[S:4][CH2:5][CH2:6][N:7]([C:8]([NH:9][CH:10]([C:11](=[O:12])[OH:13])[CH2:14][c:15]1[cH:16][cH:17][cH:18][cH:19][cH:20]1)=[O:21])[CH2:22][CH2:23][c:24]1[cH:25][cH:26][cH:27][cH:28][cH:29]1.[CH3:31][CH2:32][O:33][C:34](=[O:35])[CH3:36].[NH3:37].[OH2:30]>>[SH:4][CH2:5][CH2:6][N:7]([C:8]([NH:9][CH:10]([C:11](=[O:12])[OH:13])[CH2:14][c:15]1[cH:16][cH:17][cH:18][cH:19][cH:20]1)=[O:21])[CH2:22][CH2:23][c:24]1[cH:25][cH:26][cH:27][cH:28][cH:29]1. The reactants are S(=O)(Cl)Cl (thionyl chloride), ClC=1C=CC(=NC1)C(=O)O (5-chloropyridinecarboxylic acid). Reagents/catalysts: CN(C=O)C (N,N-Dimethylformamide). The solvent is C1(=CC=CC=C1)C (toluene). Product: ClC=1C=CC(=NC1)C(=O)Cl (5-chloropyridinecarboxylic acid chloride). Reaction SMILES: S(Cl)([Cl:3])=O.[Cl:5][C:6]1[CH:7]=[CH:8][C:9]([C:12]([OH:14])=O)=[N:10][CH:11]=1>CN(C)C=O.C1(C)C=CC=CC=1>[Cl:5][C:6]1[CH:7]=[CH:8][C:9]([C:12]([Cl:3])=[O:14])=[N:10][CH:11]=1. Procedure details: N,N-Dimethylformamide (one drop) and thionyl chloride (1 mL) were added to a suspension of 5-chloropyridinecarboxylic acid (55.2 mg) in toluene (5 mL). The mixture was heated under reflux for one hour. The reaction solution was cooled to room temperature and then the solvent was evaporated under reduced pressure to obtain 5-chloropyridinecarboxylic acid chloride. A solution of 5-chloropyridinecarboxylic acid chloride in THF (5 mL) and pyridine (115 μL) were sequentially added to a solution of th... Reactants: N#Cc1ccc(C2NC(=O)NC2=O)c(C#Cc2ccccc2)c1, C, CO, [H][H], [Pd]. The product is N#Cc1ccc(C2NC(=O)NC2=O)c(CCc2ccccc2)c1. As a reaction SMILES: [C:1](#[N:2])[c:3]1[cH:4][c:5]([C:16]#[C:17][c:18]2[cH:19][cH:20][cH:21][cH:22][cH:23]2)[c:6]([CH:9]2[C:10](=[O:15])[NH:11][C:12](=[O:14])[NH:13]2)[cH:7][cH:8]1.[C:28].[CH3:26][OH:27].[H:24][H:25].[Pd:29]>>[C:1](#[N:2])[c:3]1[cH:4][c:5]([CH2:16][CH2:17][c:18]2[cH:19][cH:20][cH:21][cH:22][cH:23]2)[c:6]([CH:9]2[C:10](=[O:15])[NH:11][C:12](=[O:14])[NH:13]2)[cH:7][cH:8]1. Starting materials: [Na] (sodium), BrC/C=C/C=C (5-bromo-(3E)-1,3-pentadiene), COCCO (2-methoxyethanol). Reaction conditions: time 8 hour. The product is COCCOC=C\C=C\C (Methoxyethoxy-(3E)-1,3-Pentadiene). Isolated yield 75.0%. As a reaction SMILES: [Na].Br[CH2:3]/[CH:4]=[CH:5]/[CH:6]=[CH2:7].[CH3:8][O:9][CH2:10][CH2:11][OH:12]>>[CH3:8][O:9][CH2:10][CH2:11][O:12][CH:7]=[CH:6]/[CH:5]=[CH:4]/[CH3:3] |^1:0|. Reported procedure: Under a nitrogen atmosphere, to a stirred solution of sodium (0.53 g, 23 mmol) in 2-methoxyethanol (50 mL) at room temperature was added 5-bromo-(3E)-1,3-pentadiene (3.38 g, 23 mmol). The mixture was stirred overnight and then refluxed for three more hours. Excess 2-methoxyethanol was removed by distillation. Water was added to the cooled reaction mixture, which was then extracted with diethyl ether. The diethyl ether solution was dried over MgSO4, then stripped off at reduced pressure. Distilla... Reactants: ClC1=NC=CC(=N1)N1[C@H](COCC1)C ((S)-4-(2-chloropyrimidin-4-yl)-3-methylmorpholine), FCCNC(=O)NC1=CC=C(C=C1)B1OC(C(O1)(C)C)(C)C (1-(2-fluoroethyl)-3-(4-(4,4,5,5-tetramethyl-1,3,2-dioxaborolan-2-yl)phenyl)urea), ClC1=NC=CC(=N1)N1[C@H](COCC1)C ((S)-4-(2-chloropyrimidin-4-yl)-3-methylmorpholine), FCCNC(=O)NC1=CC=C(C=C1)B1OC(C(O1)(C)C)(C)C (1-(2-fluoroethyl)-3-(4-(4,4,5,5-tetramethyl-1,3,2-dioxaborolan-2-yl)phenyl)urea). Yields the product FCCNC(=O)NC1=CC=C(C=C1)C1=NC=CC(=N1)N1[C@H](COCC1)C ((S)-1-(2-fluoroethyl)-3-(4-(4-(3-methylmorpholino)pyrimidin-2-yl)phenyl)urea). Reaction SMILES: Cl[C:2]1[N:7]=[C:6]([N:8]2[CH2:13][CH2:12][O:11][CH2:10][C@@H:9]2[CH3:14])[CH:5]=[CH:4][N:3]=1.[F:15][CH2:16][CH2:17][NH:18][C:19]([NH:21][C:22]1[CH:27]=[CH:26][C:25](B2OC(C)(C)C(C)(C)O2)=[CH:24][CH:23]=1)=[O:20]>>[F:15][CH2:16][CH2:17][NH:18][C:19]([NH:21][C:22]1[CH:27]=[CH:26][C:25]([C:2]2[N:7]=[C:6]([N:8]3[CH2:13][CH2:12][O:11][CH2:10][C@@H:9]3[CH3:14])[CH:5]=[CH:4][N:3]=2)=[CH:24][CH:23]=1)=[O:20]. Reported procedure: Method as described for example 49 using (S)-4-(2-chloropyrimidin-4-yl)-3-methylmorpholine (intermediate 3) and 1-(2-fluoroethyl)-3-(4-(4,4,5,5-tetramethyl-1,3,2-dioxaborolan-2-yl)phenyl)urea (intermediate 19). The mixture was purified by prep HPLC at high pH to afford the title compound. (15 mg, 9%). Procedure: The title compound was prepared in analogy to Example 74 from 2-bromoethyl methyl ether and 3-chloro-4-[3,3,3-trifluoro-2-hydroxy-1-methyl-2-(5-methyl-pyrazin-2-yl)-propyl]-phenol (Example 72). MS (m/e)=405.3 (MH+). Reactants: COCCBr (2-bromoethyl methyl ether), ClC=1C=C(C=CC1C(C(C(F)(F)F)(C1=NC=C(N=C1)C)O)C)O (3-Chloro-4-[3,3,3-trifluoro-2-hydroxy-1-methyl-2-(5-methyl-pyrazin-2-yl)-propyl]-phenol). Reaction SMILES: [CH3:1][O:2][CH2:3][CH2:4]Br.[Cl:6][C:7]1[CH:8]=[C:9]([OH:28])[CH:10]=[CH:11][C:12]=1[CH:13]([CH3:27])[C:14]([OH:26])([C:19]1[CH:24]=[N:23][C:22]([CH3:25])=[CH:21][N:20]=1)[C:15]([F:18])([F:17])[F:16]>>[Cl:6][C:7]1[CH:8]=[C:9]([O:28][CH2:4][CH2:3][O:2][CH3:1])[CH:10]=[CH:11][C:12]=1[CH:13]([CH3:27])[C:14]([C:19]1[CH:24]=[N:23][C:22]([CH3:25])=[CH:21][N:20]=1)([OH:26])[C:15]([F:18])([F:16])[F:17]. Yields the product ClC1=C(C=CC(=C1)OCCOC)C(C(C(F)(F)F)(O)C1=NC=C(N=C1)C)C (3-[2-Chloro-4-(2-methoxy-ethoxy)-phenyl]-1,1,1-trifluoro-2-(5-methyl-pyrazin-2-yl)-butan-2-ol). Reactants: BrC=1C=C(C=CC1)C1NC2=CC=C(C=C2CC1(C)C)C(=O)O (2-(3-bromo-phenyl)-3,3-dimethyl-1,2,3,4-tetrahydro-quinoline-6-carboxylic acid), N1C(NCC1)=O (imidazolidin-2-one), Cl.CN(CC(=O)O)C (N,N-dimethylglycine hydrochloride), C([O-])([O-])=O.[K+].[K+] (potassium carbonate). The reagents and catalysts are [Cu]I (copper(I) iodide). The solvent is CS(=O)C (dimethyl sulfoxide). Run at temperature 120 celsius, time 12 hour. Yields the product CC1(C(NC2=CC=C(C=C2C1)C(=O)O)C1=CC(=CC=C1)N1C(NCC1)=O)C (3,3-dimethyl-2-[3-(2-oxo-imidazolidin-1-yl)-phenyl]-1,2,3,4-tetrahydro-quinoline-6-carboxylic acid). Isolated yield 6.0%. RXN SMILES: Br[C:2]1[CH:3]=[C:4]([CH:8]2[C:17]([CH3:19])([CH3:18])[CH2:16][C:15]3[C:10](=[CH:11][CH:12]=[C:13]([C:20]([OH:22])=[O:21])[CH:14]=3)[NH:9]2)[CH:5]=[CH:6][CH:7]=1.[NH:23]1[CH2:27][CH2:26][NH:25][C:24]1=[O:28].Cl.CN(C)CC(O)=O.C(=O)([O-])[O-].[K+].[K+]>CS(C)=O.[Cu]I>[CH3:18][C:17]1([CH3:19])[CH2:16][C:15]2[C:10](=[CH:11][CH:12]=[C:13]([C:20]([OH:22])=[O:21])[CH:14]=2)[NH:9][CH:8]1[C:4]1[CH:5]=[CH:6][CH:7]=[C:2]([N:23]2[CH2:27][CH2:26][NH:25][C:24]2=[O:28])[CH:3]=1 |f:2.3,4.5.6|. Reported procedure: A mixture of 2-(3-bromo-phenyl)-3,3-dimethyl-1,2,3,4-tetrahydro-quinoline-6-carboxylic acid (360 mg, 1 mmol), imidazolidin-2-one (430 mg, 5 mmol), copper(I) iodide (115 mg, 0.6 mmol), N,N-dimethylglycine hydrochloride (112 g, 0.8 mmol) and potassium carbonate (415 mg, 3 mmol) in dimethyl sulfoxide (5 mL) was stirred at 120° C. for 12 h. Then the reaction mixture cooled to room temperature. The reaction mixture was extracted with ethyl acetate (2×150 mL), washed with water (2×50 mL) and saturated...